describe an organic reaction: reactants, conditions, products, and yield From a dataset of the Open Reaction Database (ORD), a public repository of structured organic reaction records. The reactants are C[SiH](C)OCC1=C(CBr)C(C(C)(C)C)CC1, O=C([O-])O, CCc1c(Sc2ccccc2)[nH]c(=O)[nH]c1=O, CN(C)C=O, [Na+]. The product is CCc1c(Sc2ccccc2)n(CC2=C(CO[SiH](C)C)CCC2C(C)(C)C)c(=O)[nH]c1=O. As a reaction SMILES: [C:18]([CH3:19])([CH3:20])([CH3:21])[CH:22]1[CH2:23][CH2:24][C:25]([CH2:29][O:30][SiH:31]([CH3:32])[CH3:33])=[C:26]1[CH2:27][Br:28].[C:34](=[O:35])([OH:36])[O-:37].[CH2:1]([CH3:2])[c:3]1[c:4](=[O:17])[nH:5][c:6](=[O:16])[nH:7][c:8]1[S:9][c:10]1[cH:11][cH:12][cH:13][cH:14][cH:15]1.[CH3:39][N:40]([CH3:41])[CH:42]=[O:43].[Na+:38]>>[CH2:1]([CH3:2])[c:3]1[c:4](=[O:17])[nH:5][c:6](=[O:16])[n:7]([CH2:27][C:26]2=[C:25]([CH2:29][O:30][SiH:31]([CH3:32])[CH3:33])[CH2:24][CH2:23][CH:22]2[C:18]([CH3:19])([CH3:20])[CH3:21])[c:8]1[S:9][c:10]1[cH:11][cH:12][cH:13][cH:14][cH:15]1. The solvent is C1CCOC1 (THF). Yield: 57.0%. As a reaction SMILES: [S:1]1[C:10]2[CH2:9][CH2:8][C:7]3[CH:11]=[CH:12][CH:13]=[CH:14][C:6]=3[C:5](=O)[C:4]=2[CH:3]=[CH:2]1.[CH3:16][C:17]1[CH:18]=[C:19]([CH:23]=[C:24]([CH3:26])[CH:25]=1)[CH2:20][Mg]Br>C1COCC1>[CH3:16][C:17]1[CH:25]=[C:24]([CH:23]=[C:19]([CH3:20])[CH:18]=1)[CH:26]=[C:5]1[C:6]2[CH:14]=[CH:13][CH:12]=[CH:11][C:7]=2[CH2:8][CH2:9][C:10]2[S:1][CH:2]=[CH:3][C:4]1=2. Starting materials: S1C=CC=2C(C3=C(CCC12)C=CC=C3)=O (9,10-dihydro-1-thia-benzo[f]azulene-4-one), CC=1C=C(C[Mg]Br)C=C(C1)C (3,5-dimethylbenzyl magnesium bromide). Procedure: Following the procedures essentially as described in Example 238 and using 9,10-dihydro-1-thia-benzo[f]azulene-4-one (47.0 mg (0.22 mmol) and solution of 3,5-dimethylbenzyl magnesium bromide(0.650 mmol) in THF, provides, after dehydration, 39.6 mg (57%) of the title compound as a 1.6:1 mixture of E- and Z-isomers. MS (EI): 316 (M+); 1H NMR (CDCl3) δ 2.13 (s, 18/5 H), 2.24 (s, 12/5 H), 2.40-3.80 (m, 4 H), 6.54 (d, J=5.6 Hz, 2/5 H), 6.53-6.55 (m, 7/5 H), 6.74 (s, 3/5 H), 6.83-6.84 (m, 2/5 H), 6.86... The product is CC=1C=C(C=C2C=3C=CSC3CCC3=C2C=CC=C3)C=C(C1)C (4-(3,5-Dimethyl-benzylidene)-9,10-dihydro-4H-1-thia-benzo[f]azulene). Starting materials: O=C(O)c1ccc(Br)c(F)c1, CO, O, O=S(=O)(O)O. Product: Cc1c(C(=O)O)ccc(Br)c1F. As a reaction SMILES: [Br:1][c:2]1[c:3]([F:11])[cH:4][c:5]([C:6](=[O:7])[OH:8])[cH:9][cH:10]1.[CH3:18][OH:19].[OH2:17].[S:12](=[O:13])(=[O:14])([OH:15])[OH:16]>>[Br:1][c:2]1[c:3]([F:11])[c:4]([CH3:18])[c:5]([C:6](=[O:7])[OH:8])[cH:9][cH:10]1. The reactants are CC(C)(C)OC(=O)Nc1cc(OCC2COC(=O)O2)c(C#Cc2ccccc2)cc1NC(=O)CC(=O)c1cccc(C#N)c1, ClCCl, O=C(O)C(F)(F)F. Yields the product N#Cc1cccc(C2=Nc3cc(OCC4COC(=O)O4)c(C#Cc4ccccc4)cc3NC(=O)C2)c1. RXN SMILES: [C:1]([O:2][C:3](=[O:4])[NH:7][c:8]1[c:9]([NH:30][C:31]([CH2:32][C:33](=[O:5])[c:35]2[cH:36][c:37]([C:41]#[N:42])[cH:38][cH:39][cH:40]2)=[O:43])[cH:10][c:11]([C:22]#[C:23][c:24]2[cH:25][cH:26][cH:27][cH:28][cH:29]2)[c:12]([O:14][CH2:15][CH:16]2[O:17][C:18](=[O:21])[O:19][CH2:20]2)[cH:13]1)([CH3:6])([CH3:34])[CH3:44].[Cl:52][CH2:53][Cl:54].[F:45][C:46]([F:47])([F:48])[C:49]([OH:50])=[O:51]>>[N:7]1=[C:33]([c:35]2[cH:36][c:37]([C:41]#[N:42])[cH:38][cH:39][cH:40]2)[CH2:32][C:31](=[O:43])[NH:30][c:9]2[c:8]1[cH:13][c:12]([O:14][CH2:15][CH:16]1[O:17][C:18](=[O:21])[O:19][CH2:20]1)[c:11]([C:22]#[C:23][c:24]1[cH:25][cH:26][cH:27][cH:28][cH:29]1)[cH:10]2. The reactants are Clc1nc(C=Cc2ccccc2)nc2c1CCCO2, C1COCCO1, O=[Os](=O)(=O)=O, O, O. Yields the product O=Cc1nc(Cl)c2c(n1)OCCC2. As a reaction SMILES: [Cl:1][c:2]1[c:3]2[c:4]([n:5][c:6]([CH:8]=[CH:9][c:10]3[cH:11][cH:12][cH:13][cH:14][cH:15]3)[n:7]1)[O:16][CH2:17][CH2:18][CH2:19]2.[O:21]1[CH2:22][CH2:23][O:24][CH2:25][CH2:26]1.[O:28]=[Os:29](=[O:30])(=[O:31])=[O:32].[OH2:20].[OH2:27]>>[Cl:1][c:2]1[c:3]2[c:4]([n:5][c:6]([CH:8]=[O:21])[n:7]1)[O:16][CH2:17][CH2:18][CH2:19]2.